The task is: describe an organic reaction: reactants, conditions, products, and yield. This data is from the Open Reaction Database (ORD), a public repository of structured organic reaction records. Product: COc1ccc(-c2nocc2C(=O)N2CCC(O)(c3ccc(F)c(C)c3)C2)cc1Cl. Reaction SMILES: [B-:27]([F:28])([F:29])([F:30])[F:31].[CH2:18]([N:19]([CH:20]([CH3:21])[CH3:22])[CH:23]([CH3:24])[CH3:25])[CH3:26].[Cl:1][c:2]1[cH:3][c:4](-[c:10]2[n:11][o:12][cH:13][c:14]2[C:15](=[O:16])[OH:17])[cH:5][cH:6][c:7]1[O:8][CH3:9].[ClH:49].[F:50][c:51]1[c:52]([CH3:63])[cH:53][c:54]([C:57]2([OH:62])[CH2:58][NH:59][CH2:60][CH2:61]2)[cH:55][cH:56]1.[O:64]=[CH:65][N:66]([CH3:67])[CH3:68].[n:32]1([O:33][C:34]([N:35]([CH3:36])[CH3:37])=[N+:38]([CH3:39])[CH3:40])[c:41]2[cH:42][cH:43][cH:44][cH:45][c:46]2[n:47][n:48]1>>[Cl:1][c:2]1[cH:3][c:4](-[c:10]2[n:11][o:12][cH:13][c:14]2[C:15](=[O:17])[N:59]2[CH2:58][C:57]([c:54]3[cH:53][c:52]([CH3:63])[c:51]([F:50])[cH:56][cH:55]3)([OH:62])[CH2:61][CH2:60]2)[cH:5][cH:6][c:7]1[O:8][CH3:9]. The reactants are F[B-](F)(F)F, CCN(C(C)C)C(C)C, COc1ccc(-c2nocc2C(=O)O)cc1Cl, Cl, Cc1cc(C2(O)CCNC2)ccc1F, CN(C)C=O, CN(C)C(On1nnc2ccccc21)=[N+](C)C. The reactants are S1C(=CC=C1)CC(=O)N1CC(CCC1)C(=O)O (1-(2-thiopeneacetyl)-3-piperidine carboxylic acid), C(C1=CC=CC=C1)(=O)N1C[C@H](CCC1)C(=O)OCC ((S)-ethyl 1-benzoyl-3-piperidinecarboxylate), [OH-].[Na+] (sodium hydroxide). Solvent: C(C)O (ethanol). Product: C(C1=CC=CC=C1)(=O)N1C[C@H](CCC1)C(=O)O ((S)-1-benzoyl-3-piperidinecarboxylic acid). Yield: 92.7%. As a reaction SMILES: S1C=CC=C1CC(N1CCCC(C(O)=O)C1)=O.[C:18]([N:26]1[CH2:31][CH2:30][CH2:29][C@H:28]([C:32]([O:34]CC)=[O:33])[CH2:27]1)(=[O:25])[C:19]1[CH:24]=[CH:23][CH:22]=[CH:21][CH:20]=1.[OH-].[Na+]>C(O)C>[C:18]([N:26]1[CH2:31][CH2:30][CH2:29][C@H:28]([C:32]([OH:34])=[O:33])[CH2:27]1)(=[O:25])[C:19]1[CH:24]=[CH:23][CH:22]=[CH:21][CH:20]=1 |f:2.3|. Procedure: The reaction was run in the same manner as 1-(2-thiopeneacetyl)-3-piperidine carboxylic acid, starting with (S)-ethyl 1-benzoyl-3-piperidinecarboxylate (8.71 g; 33.31 mmol), 1N sodium hydroxide (100 ml) and absolute ethanol (100 ml), giving (S)-1-benzoyl-3-piperidinecarboxylic acid as a white solid (7.20 g). MS m/z (negative ion) 232 ([M-H]−; 100). The reactants are O=C(Nc1ccc(F)c([N+](=O)[O-])c1)c1ccccc1, [H-], CI, [Na+], CN(C)C=O, O. Yields the product CN(C(=O)c1ccccc1)c1ccc(F)c([N+](=O)[O-])c1. RXN SMILES: [F:1][c:2]1[c:3]([N+:17](=[O:18])[O-:19])[cH:4][c:5]([NH:8][C:9]([c:10]2[cH:11][cH:12][cH:13][cH:14][cH:15]2)=[O:16])[cH:6][cH:7]1.[H-:22].[I:20][CH3:21].[Na+:23].[O:25]=[CH:26][N:27]([CH3:28])[CH3:29].[OH2:24]>>[F:1][c:2]1[c:3]([N+:17](=[O:18])[O-:19])[cH:4][c:5]([N:8]([C:9]([c:10]2[cH:11][cH:12][cH:13][cH:14][cH:15]2)=[O:16])[CH3:21])[cH:6][cH:7]1.